This data is from the Open Reaction Database (ORD), a public repository of structured organic reaction records. The task is: describe an organic reaction: reactants, conditions, products, and yield Reactants: CSCc1cccc2cc[nH]c12, OC(c1ccc(C(F)(F)F)cc1F)C1CC1, ClCCl, O=C(O)C(F)(F)F. The product is CSCc1cccc2c(C(c3ccc(C(F)(F)F)cc3F)C3CC3)c[nH]c12. As a reaction SMILES: [CH3:24][S:25][CH2:26][c:27]1[cH:28][cH:29][cH:30][c:31]2[cH:32][cH:33][nH:34][c:35]12.[CH:8]1([CH:11]([OH:12])[c:13]2[c:14]([F:23])[cH:15][c:16]([C:19]([F:20])([F:21])[F:22])[cH:17][cH:18]2)[CH2:9][CH2:10]1.[Cl:36][CH2:37][Cl:38].[OH:1][C:2]([C:3]([F:4])([F:5])[F:6])=[O:7]>>[CH:8]1([CH:11]([c:13]2[c:14]([F:23])[cH:15][c:16]([C:19]([F:20])([F:21])[F:22])[cH:17][cH:18]2)[c:32]2[c:31]3[cH:30][cH:29][cH:28][c:27]([CH2:26][S:25][CH3:24])[c:35]3[nH:34][cH:33]2)[CH2:9][CH2:10]1. The reactants are N#Cc1ccc(-c2nc(CBr)sc2Br)cc1, O=C([O-])[O-], NC(=O)c1c(F)ccc(O)c1F, [K+], [K+], CN(C)C=O. The product is N#Cc1ccc(-c2nc(COc3ccc(F)c(C(N)=O)c3F)sc2Br)cc1. RXN SMILES: [Br:1][c:2]1[c:3](-[c:9]2[cH:10][cH:11][c:12]([C:13]#[N:14])[cH:15][cH:16]2)[n:4][c:5]([CH2:7][Br:8])[s:6]1.[C:29](=[O:30])([O-:31])[O-:32].[F:17][c:18]1[c:19]([C:20](=[O:21])[NH2:22])[c:23]([F:28])[cH:24][cH:25][c:26]1[OH:27].[K+:33].[K+:34].[O:35]=[CH:36][N:37]([CH3:38])[CH3:39]>>[Br:1][c:2]1[c:3](-[c:9]2[cH:10][cH:11][c:12]([C:13]#[N:14])[cH:15][cH:16]2)[n:4][c:5]([CH2:7][O:27][c:26]2[c:18]([F:17])[c:19]([C:20](=[O:21])[NH2:22])[c:23]([F:28])[cH:24][cH:25]2)[s:6]1. The reactants are ClC=1C(=C(C=C(C1Cl)Cl)N)N (3,4,5-Trichloro-1,2-phenylenediamine), CC=1C=CC(=CC1)S(=O)(=O)O (p-toluenesulfonate), C(C)(C)N=C=S (isopropyl isothiocyanate), N=C=N (carbodiimide). The solvent is N1=CC=CC=C1 (pyridine). Product: C(C)(C)NC1=NC2=C(N1)C=C(C(=C2Cl)Cl)Cl (2-(Isopropylamino)-4,5,6-trichloro-1H-benzimidazole). Isolated yield 70.3%. As a reaction SMILES: [Cl:1][C:2]1[C:3]([NH2:11])=[C:4]([NH2:10])[CH:5]=[C:6]([Cl:9])[C:7]=1[Cl:8].[CH:12]([N:15]=[C:16]=S)([CH3:14])[CH3:13].N=C=N.CC1C=CC(S(O)(=O)=O)=CC=1>N1C=CC=CC=1>[CH:12]([NH:15][C:16]1[NH:10][C:4]2[CH:5]=[C:6]([Cl:9])[C:7]([Cl:8])=[C:2]([Cl:1])[C:3]=2[N:11]=1)([CH3:14])[CH3:13]. Procedure: 3,4,5-Trichloro-1,2-phenylenediamine (3.12 g, 14.8 mmol), isopropyl isothiocyanate (1.62 g, 16.0 mmol), 1-cyclohexyl-3-2-morpholinoethyl)carbodiimide metho-p-toluenesulfonate (8.4 g, 19.9 mmol), and pyridine (50 mL) were used according to general procedure II. The product was recrystallized from 1,4-dioxane to give 2.9 g (72%) of a tan solid. MS (CI): m/z 276 (M+1). Anal. Calcd. for C10H10Cl3N3-(0.10 C4H8O2): C, 43.47; H, 3.79; N, 14.62. Found. C, 43.70; H, 3.89; N, 14.43.